This data is from the Open Reaction Database (ORD), a public repository of structured organic reaction records. The task is: describe an organic reaction: reactants, conditions, products, and yield Reactants: N=1NN=NC1CC(C1=CC(=CC=C1)OC(F)(F)F)(C1=CC(=CC=C1)OC(F)(F)F)NC(C1=CC(=C(C=C1)F)C(F)(F)F)=O (N-(2-(2H-tetrazol-5-yl)-1,1-bis(3-(trifluoromethoxy)phenyl)ethyl)-4-fluoro-3-(trifluoromethyl)benzamide), [N+](=[N-])=C[Si](C)(C)C ((diazomethyl)trimethylsilane). Run in C1CCOC1 (THF), CO (MeOH). Conditions: time 20 minute. Product: FC1=C(C=C(C(=O)NC(CC=2N=NN(N2)C)(C2=CC(=CC=C2)OC(F)(F)F)C2=CC(=CC=C2)OC(F)(F)F)C=C1)C(F)(F)F (4-fluoro-N-(2-(2-methyl-2H-tetrazol-5-yl)-1,1-bis(3-(trifluoromethoxy)phenyl)ethyl)-3-(trifluoromethyl)benzamide). The yield is 60.0%. Reaction SMILES: [N:1]1[NH:2][N:3]=[N:4][C:5]=1[CH2:6][C:7]([NH:30][C:31](=[O:43])[C:32]1[CH:37]=[CH:36][C:35]([F:38])=[C:34]([C:39]([F:42])([F:41])[F:40])[CH:33]=1)([C:19]1[CH:24]=[CH:23][CH:22]=[C:21]([O:25][C:26]([F:29])([F:28])[F:27])[CH:20]=1)[C:8]1[CH:13]=[CH:12][CH:11]=[C:10]([O:14][C:15]([F:18])([F:17])[F:16])[CH:9]=1.[N+](=[CH:46][Si](C)(C)C)=[N-]>C1COCC1.CO>[F:38][C:35]1[CH:36]=[CH:37][C:32]([C:31]([NH:30][C:7]([C:8]2[CH:13]=[CH:12][CH:11]=[C:10]([O:14][C:15]([F:16])([F:17])[F:18])[CH:9]=2)([C:19]2[CH:24]=[CH:23][CH:22]=[C:21]([O:25][C:26]([F:27])([F:28])[F:29])[CH:20]=2)[CH2:6][C:5]2[N:4]=[N:3][N:2]([CH3:46])[N:1]=2)=[O:43])=[CH:33][C:34]=1[C:39]([F:40])([F:41])[F:42]. Reported procedure: To a solution of N-(2-(2H-tetrazol-5-yl)-1,1-bis(3-(trifluoromethoxy)phenyl)ethyl)-4-fluoro-3-(trifluoromethyl)benzamide (18 mg, 0.029 mmol) in THF (0.4 mL) and MeOH (0.1 mL) at rt was added (diazomethyl)trimethylsilane (0.02 mL, 2.0 M solution). The resulting solution was stirred at rt for 20 min. The solvents were evaporated and resulting residue was purified by ISCO flash chromatography (silica gel, hexane/EtOAc) to give 4-fluoro-N-(2-(2-methyl-2H-tetrazol-5-yl)-1,1-bis(3-(trifluoromethoxy)ph... Reaction conditions: temperature 90 celsius, time 16 hour. Yields the product CCn4c(c2ccc1ccccc1c2)nc3ccccc34. Reactants: COc2ccc1ccccc1c2 (substrate), CCn2cnc1ccccc12 (effective_coupling_partner). The reagents and catalysts are IPr. Starting materials: CC(C)(C)OC(=O)NCc1ccc(-c2nc3c(N4CCN(CC(=O)Nc5nccs5)CC4)c(Br)cnc3[nH]2)cc1, ClCCl, O=C(O)C(F)(F)F. The product is NCc1ccc(-c2nc3c(N4CCN(CC(=O)Nc5nccs5)CC4)c(Br)cnc3[nH]2)cc1. Reaction SMILES: [C:1]([O:2][C:3](=[O:4])[NH:7][CH2:8][c:9]1[cH:10][cH:11][c:12](-[c:15]2[n:16][c:17]3[c:18]([n:19][cH:20][c:21]([Br:38])[c:22]3[N:23]3[CH2:24][CH2:25][N:26]([CH2:29][C:30]([NH:31][c:32]4[s:33][cH:34][cH:35][n:36]4)=[O:37])[CH2:27][CH2:28]3)[nH:39]2)[cH:13][cH:14]1)([CH3:5])([CH3:6])[CH3:40].[Cl:48][CH2:49][Cl:50].[OH:41][C:42]([C:43]([F:44])([F:45])[F:46])=[O:47]>>[NH2:7][CH2:8][c:9]1[cH:10][cH:11][c:12](-[c:15]2[n:16][c:17]3[c:18]([n:19][cH:20][c:21]([Br:38])[c:22]3[N:23]3[CH2:24][CH2:25][N:26]([CH2:29][C:30]([NH:31][c:32]4[s:33][cH:34][cH:35][n:36]4)=[O:37])[CH2:27][CH2:28]3)[nH:39]2)[cH:13][cH:14]1. The reactants are ClC1=NC2=CC=CC=C2C=C1C(=O)C1=C(C=CC=C1OC)OC ((2-Chloroquinolin-3-yl)(2,6-dimethoxyphenyl)methanone), N (ammonia). Solvent: O1CCOCC1 (dioxane), ClCCl (dichloromethane). Reaction conditions: temperature 150 celsius. Yields the product NC1=NC2=CC=CC=C2C=C1C(=O)C1=C(C=CC=C1OC)OC ((2-Aminoquinolin-3-yl)(2,6-dimethoxyphenyl)methanone). As a reaction SMILES: Cl[C:2]1[C:11]([C:12]([C:14]2[C:19]([O:20][CH3:21])=[CH:18][CH:17]=[CH:16][C:15]=2[O:22][CH3:23])=[O:13])=[CH:10][C:9]2[C:4](=[CH:5][CH:6]=[CH:7][CH:8]=2)[N:3]=1.[NH3:24]>O1CCOCC1.ClCCl>[NH2:24][C:2]1[C:11]([C:12]([C:14]2[C:19]([O:20][CH3:21])=[CH:18][CH:17]=[CH:16][C:15]=2[O:22][CH3:23])=[O:13])=[CH:10][C:9]2[C:4](=[CH:5][CH:6]=[CH:7][CH:8]=2)[N:3]=1. Procedure: (2-Chloroquinolin-3-yl)(2,6-dimethoxyphenyl)methanone (2.0 g, 6.1 mmol) was dissolved in dioxane (15 mL), mixed with 25% aqueous ammonia solution (10 mL) and heated to 150° C. under its own pressure for 24 hours in a pressurized reactor. The reaction mixture was diluted with dichloromethane and washed several times with water. The organic phase was dried (sodium sulfate) and concentrated. The crude product was purified by chromatography (silica gel, dichloromethane, methanol). Yield: 1.15 g (3.7... Reactants: BrC=1C=C(C(=NC1)N)N (5-bromopyridine-2,3-diamine), diamine, C(CC)(=O)O (propionic acid). Product: BrC=1C=C2C(=NC1)NC(=N2)CC (6-bromo-2-ethyl-3H-imidazo[4,5-b]pyridine). Yield: 45.0%. As a reaction SMILES: [Br:1][C:2]1[CH:3]=[C:4]([NH2:9])[C:5]([NH2:8])=[N:6][CH:7]=1.[C:10](O)(=O)[CH2:11][CH3:12]>>[Br:1][C:2]1[CH:3]=[C:4]2[N:9]=[C:10]([CH2:11][CH3:12])[NH:8][C:5]2=[N:6][CH:7]=1. Procedure: 4 g of 5-bromopyridine-2,3-diamine in 40 ml of propionic acid is heated at 140° C. in a flask until the diamine has reacted completely (HPLC check, about 24 hours). The cooled reaction solution is evaporated to dryness. The residue is suspended in water, filtered off with suction and purified by means of column chromatography (gradient EA: methanol 5-40% in 30 min), giving 2.25 g of 6-bromo-2-ethyl-3H-imidazo[4,5-b]pyridine as yellowish solid (yield 45%, content 98%); MS-FAB (M+H+)=228.0; Rf (po...